From a dataset of the Open Reaction Database (ORD), a public repository of structured organic reaction records. describe an organic reaction: reactants, conditions, products, and yield Yields the product ClC=1C(=C(C=CC1)SC)C1=CC=CC=C1 (3-Chloro-2-phenyl(methylthio)benzene). Reported procedure: A mixture of 6.0 g (21 mmol) of 3-chloro-2-iodo(methylthio)benzene, 5.1 g (42 mmol) of phenylboronic acid, 14 g (100 mmol) of potassium carbonate, 80 mL of 1,2-dimethoxyethane, and 75 mL of water was prepared and deaerated with a stream of nitrogen. Tetrakis(triphenylphosphine)palladium(0) (730 mg, 0.63 mmol) was added and the mixture was heated at about 100° C. under nitrogen with stirring for about 20 hours. Water and ether were added and the aqueous phase was extracted with more ether. The et... Run at temperature 100 celsius, time 20 hour. The reagents and catalysts are C=1C=CC(=CC1)[P](C=2C=CC=CC2)(C=3C=CC=CC3)[Pd]([P](C=4C=CC=CC4)(C=5C=CC=CC5)C=6C=CC=CC6)([P](C=7C=CC=CC7)(C=8C=CC=CC8)C=9C=CC=CC9)[P](C=1C=CC=CC1)(C=1C=CC=CC1)C=1C=CC=CC1 (Tetrakis(triphenylphosphine)palladium(0)). As a reaction SMILES: [Cl:1][C:2]1[C:3](I)=[C:4]([S:8][CH3:9])[CH:5]=[CH:6][CH:7]=1.[C:11]1(B(O)O)[CH:16]=[CH:15][CH:14]=[CH:13][CH:12]=1.C(=O)([O-])[O-].[K+].[K+].COCCOC>C1C=CC([P]([Pd]([P](C2C=CC=CC=2)(C2C=CC=CC=2)C2C=CC=CC=2)([P](C2C=CC=CC=2)(C2C=CC=CC=2)C2C=CC=CC=2)[P](C2C=CC=CC=2)(C2C=CC=CC=2)C2C=CC=CC=2)(C2C=CC=CC=2)C2C=CC=CC=2)=CC=1.CCOCC.O>[Cl:1][C:2]1[C:3]([C:11]2[CH:16]=[CH:15][CH:14]=[CH:13][CH:12]=2)=[C:4]([S:8][CH3:9])[CH:5]=[CH:6][CH:7]=1 |f:2.3.4,^1:35,37,56,75|. Reactants: ClC=1C(=C(C=CC1)SC)I (3-chloro-2-iodo(methylthio)benzene), C1(=CC=CC=C1)B(O)O (phenylboronic acid), C([O-])([O-])=O.[K+].[K+] (potassium carbonate), COCCOC (1,2-dimethoxyethane). Run in CCOCC (ether), O (Water), O (water).